Dataset: the Open Reaction Database (ORD), a public repository of structured organic reaction records. Task: describe an organic reaction: reactants, conditions, products, and yield Starting materials: ClCCC(CC)=O (1-chloro-3-pentanone), CN1CCNCC1 (1-methylpiperazine), C([O-])([O-])=O.[K+].[K+] (potassium carbonate). Run in CC(=O)C (acetone). Product: CN1CCN(CC1)CCC(CC)=O (1-(4-methylpiperazinyl)pentane-3-one). Isolated yield 73.5%. Reaction SMILES: Cl[CH2:2][CH2:3][C:4](=[O:7])[CH2:5][CH3:6].[CH3:8][N:9]1[CH2:14][CH2:13][NH:12][CH2:11][CH2:10]1.C(=O)([O-])[O-].[K+].[K+]>CC(C)=O>[CH3:8][N:9]1[CH2:14][CH2:13][N:12]([CH2:2][CH2:3][C:4](=[O:7])[CH2:5][CH3:6])[CH2:11][CH2:10]1 |f:2.3.4|. Procedure details: A mixture of 30.5 g of 1-chloro-3-pentanone, 25 g of 1-methylpiperazine, 41.9 g of potassium carbonate and 400 ml of acetone was refluxed for 3 h. The mixture was filtered and the acetone was evaporated. The residue was dissolved in aqueous hydrochloric acid and the resulting solution was washed twice with diethyl ether. The aqueous phase was basified with potassium carbonate and extracted twice with dichloromethane. The organic phase was washed, dried and evaporated to yield 33.8 g (73.3%) of c... Reactants: CNC(CO)Cc1ccccc1, CCN(C(C)C)C(C)C, Cc1c(CCl)sc2c(=O)c(C(=O)NCc3ccc(Cl)cc3)cn(C)c12, CN(C)C=O, O. The product is Cc1c(CN(C)C(CO)Cc2ccccc2)sc2c(=O)c(C(=O)NCc3ccc(Cl)cc3)cn(C)c12. Reaction SMILES: [CH3:26][NH:27][CH:28]([CH2:29][OH:30])[CH2:31][c:32]1[cH:33][cH:34][cH:35][cH:36][cH:37]1.[CH:38]([N:39]([CH:40]([CH3:41])[CH3:42])[CH2:43][CH3:44])([CH3:45])[CH3:46].[Cl:1][c:2]1[cH:3][cH:4][c:5]([CH2:6][NH:7][C:8](=[O:9])[c:10]2[c:11](=[O:23])[c:12]3[c:13]([n:14]([CH3:16])[cH:15]2)[c:17]([CH3:22])[c:18]([CH2:20][Cl:21])[s:19]3)[cH:24][cH:25]1.[O:47]=[CH:48][N:49]([CH3:50])[CH3:51].[OH2:52]>>[Cl:1][c:2]1[cH:3][cH:4][c:5]([CH2:6][NH:7][C:8](=[O:9])[c:10]2[c:11](=[O:23])[c:12]3[c:13]([n:14]([CH3:16])[cH:15]2)[c:17]([CH3:22])[c:18]([CH2:20][N:27]([CH3:26])[CH:28]([CH2:29][OH:30])[CH2:31][c:32]2[cH:33][cH:34][cH:35][cH:36][cH:37]2)[s:19]3)[cH:24][cH:25]1.